Dataset: the Open Reaction Database (ORD), a public repository of structured organic reaction records. Task: describe an organic reaction: reactants, conditions, products, and yield Starting materials: C(C)(C)C=1C=CC(=C(CCl)C1)OC (5-isopropyl-2-methoxybenzyl chloride), Cl (HCl), [H-].[Na+] (sodium hydride), C(CC(=O)C)(=O)OC (methyl acetoacetate). Solvent: C1CCOC1 (THF), C1CCOC1 (THF), CCCCCC (hexane). Conditions: temperature 0 celsius, time 10 minute. Product: C(C)(C)C=1C=CC(=C(C1)CCC(CC(=O)OC)=O)OC (Methyl 5-(5-isopropyl-2-methoxyphenyl)-3-oxopentanoate). Isolated yield 108.5%. Reaction SMILES: [H-].[Na+].[C:3]([O:9][CH3:10])(=[O:8])[CH2:4][C:5]([CH3:7])=[O:6].[CH:11]([C:14]1[CH:15]=[CH:16][C:17]([O:22][CH3:23])=[C:18]([CH:21]=1)[CH2:19]Cl)([CH3:13])[CH3:12].Cl>C1COCC1.CCCCCC>[CH:11]([C:14]1[CH:15]=[CH:16][C:17]([O:22][CH3:23])=[C:18]([CH2:19][CH2:7][C:5](=[O:6])[CH2:4][C:3]([O:9][CH3:10])=[O:8])[CH:21]=1)([CH3:13])[CH3:12] |f:0.1|. Procedure details: To a stirred suspension of sodium hydride (60% oil suspension, 0.44 g,11 mmol) in THF (25 ml) was added methyl acetoacetate (1.08 ml, 10 mmol) dropwise at 0° C. After 10 min stirring at 0° C., n-buthyllithium (1.31M in hexane, 8 ml, 10.5 mmol) was added to the reaction mixture at 0° C. To this orange color solution was added a solution of 5-isopropyl-2-methoxybenzyl chloride (1.99 9, 10 mmol) in THF (5 ml) at 0° C. After 40 min stirring at 0° C. to room temperature, the reaction mixture was pour... The reactants are CC(C)OC(=O)/N=N/C(=O)OC(C)C (DIAD), C1CCOC1 (THF), N[C@@H]([C@H](O)C)C(=O)NC(C(=O)[O-])C(=O)[O-] (L-Threonylaminomalonate), C1CCOC1 (THF), β-lactam. Yields the product C(C)OC(=O)C(N1C(C(C1C)N)=O)C(=O)OCC (N-[Di-(ethoxycarbonyl)methyl]-3-amino-4-methyl-2-azetidinone). RXN SMILES: [NH2:1][C@H:2]([C:6]([NH:8][CH:9]([C:13]([O-:15])=[O:14])[C:10]([O-:12])=[O:11])=[O:7])[C@@H:3]([CH3:5])O.[CH3:16][CH:17](OC(/N=N/C(OC(C)C)=O)=O)C.[CH2:30]1COC[CH2:31]1>>[CH2:16]([O:15][C:13]([CH:9]([C:10]([O:12][CH2:30][CH3:31])=[O:11])[N:8]1[CH:3]([CH3:5])[CH:2]([NH2:1])[C:6]1=[O:7])=[O:14])[CH3:17]. Procedure details: Ox-L-Threonylaminomalonate (0.45 g, 0.92 mmoles) and TPP (0.26 g, 0.1 mmoles) were dissolved in THF (15 mL). DIAD (0.196 mL, 0.1 mmoles) in THF (15 mL) was added dropwise over 0.5 hour, after which the reaction mixture was evaporated and chromatographed (silica, 9:1 methylene chloride to ether). A mixture (0.32 g) containing the product was eluted. By NMR this mixture contained the desired β-lactam along with the dehydropeptide and the pyrrolidinone. The ratio of products (73%) was roughly 2:1:1... The reactants are C(C1=CC=CC=C1)OC1=C(C=CC(=C1)C(CCCCCC)(C)C)C1C(C(CC(C1)=O)=O)C(=O)OC (5-[2-benzyloxy-4-(1,1-dimethylheptyl)phenyl]-4-carbomethoxy-1,3-cyclohexanedione), [OH-].[Na+] (sodium hydroxide), resultant mixture, C([O-])(O)=O.[Na+] (sodium bicarbonate), C([O-])(O)=O.[Na+] (sodium bicarbonate), Cl (hydrochloric acid). Solvent: O1CCOCC1 (dioxane), CCOCC (ether). Conditions: temperature 100 celsius. Yields the product C(C1=CC=CC=C1)OC1=C(C=CC(=C1)C(CCCCCC)(C)C)C1CC(CC(C1)=O)=O (5-[2-Benzyloxy-4-(1,1-dimethylheptyl)phenyl]-1,3-cyclohexanedione). Isolated yield 59.6%. As a reaction SMILES: [CH2:1]([O:8][C:9]1[CH:14]=[C:13]([C:15]([CH3:23])([CH3:22])[CH2:16][CH2:17][CH2:18][CH2:19][CH2:20][CH3:21])[CH:12]=[CH:11][C:10]=1[CH:24]1[CH2:29][C:28](=[O:30])[CH2:27][C:26](=[O:31])[CH:25]1C(OC)=O)[C:2]1[CH:7]=[CH:6][CH:5]=[CH:4][CH:3]=1.[OH-].[Na+].Cl.C(=O)(O)[O-].[Na+]>CCOCC.O1CCOCC1>[CH2:1]([O:8][C:9]1[CH:14]=[C:13]([C:15]([CH3:23])([CH3:22])[CH2:16][CH2:17][CH2:18][CH2:19][CH2:20][CH3:21])[CH:12]=[CH:11][C:10]=1[CH:24]1[CH2:29][C:28](=[O:30])[CH2:27][C:26](=[O:31])[CH2:25]1)[C:2]1[CH:3]=[CH:4][CH:5]=[CH:6][CH:7]=1 |f:1.2,4.5|. Procedure details: A mixture of 5-[2-benzyloxy-4-(1,1-dimethylheptyl)phenyl]-4-carbomethoxy-1,3-cyclohexanedione (20.8 g, 43.5 mmole), dioxane (40 ml) and 20% sodium hydroxide (40 ml) was heated at 100° C. for 2.5 hours. It was cooled in an ice bath and acidified with concentrated hydrochloric acid. This mixture was heated for one hour at 100° C., cooled to 0° C. and then neutralized with sodium bicarbonate. The resultant mixture was added to saturated sodium bicarbonate and ether. The ether extract was dried over... Reactants: C(C)(=O)NC=1NC(C2=C(N1)C=CC(=N2)Cl)=O (2-acetamido-6-chloro-pyrido[3,2-d]pyrimidin-4(3H)-one), C(C)OCCO (2-ethoxyethanol). The product is C(C)(=O)NC=1N=C(C2=C(N1)C=CC(=N2)Cl)OCCOCC (2-acetamido-6-chloro-4-(2-ethoxyethoxy)-pyrido[3,2-d]pyrimidine). Yield: 48.3%. Reaction SMILES: [C:1]([NH:4][C:5]1[NH:6][C:7](=[O:16])[C:8]2[N:14]=[C:13]([Cl:15])[CH:12]=[CH:11][C:9]=2[N:10]=1)(=[O:3])[CH3:2].[CH2:17]([O:19][CH2:20][CH2:21]O)[CH3:18]>>[C:1]([NH:4][C:5]1[N:6]=[C:7]([O:16][CH2:18][CH2:17][O:19][CH2:20][CH3:21])[C:8]2[N:14]=[C:13]([Cl:15])[CH:12]=[CH:11][C:9]=2[N:10]=1)(=[O:3])[CH3:2]. Reported procedure: 4 mmol 2-acetamido-6-chloro-pyrido[3,2-d]pyrimidin-4(3H)-one (0.954 g) was reacted with 6 mmol 2-ethoxyethanol (0.54 g) yielding the pure title compound (0.6 g, yield: 48%) which was characterised as follows: Starting materials: NC(CC(=O)O)C(=O)O, [Na+], [Na+], O=C([O-])[O-], CN(C)C=O, O=C(OCC1c2ccccc2-c2ccccc21)ON1C(=O)CCC1=O. Product: O=C(O)CC(NC(=O)OCC1c2ccccc2-c2ccccc21)C(=O)O. As a reaction SMILES: [NH2:1][CH:2]([CH2:3][C:4]([OH:5])=[O:6])[C:7]([OH:8])=[O:9].[Na+:35].[Na+:36].[O-:37][C:38](=[O:39])[O-:40].[O:41]=[CH:42][N:43]([CH3:44])[CH3:45].[cH:10]1[cH:11][cH:12][cH:13][c:14]2[c:22]1[CH:21]([CH2:23][O:24][C:25](=[O:26])[O:27][N:28]1[C:29](=[O:30])[CH2:31][CH2:32][C:33]1=[O:34])[c:20]1[c:15]-2[cH:16][cH:17][cH:18][cH:19]1>>[NH:1]([CH:2]([CH2:3][C:4]([OH:5])=[O:6])[C:7]([OH:8])=[O:9])[C:25]([O:24][CH2:23][CH:21]1[c:20]2[c:15]([cH:16][cH:17][cH:18][cH:19]2)-[c:14]2[cH:13][cH:12][cH:11][cH:10][c:22]21)=[O:26].